This data is from the Open Reaction Database (ORD), a public repository of structured organic reaction records. The task is: describe an organic reaction: reactants, conditions, products, and yield Starting materials: BrC=1C(=CC(=NC1)NC(=O)NCC)C(N)=S (5-bromo-2-(3-ethylureido)pyridine-4-carbothioamide), BrC=1C(=CC(=NC1)NC(=O)NCC)C(N)=S (5-bromo-2-(3-ethylureido)pyridine-4-carbothioamide), BrCC(CC(C)C)=O (1-bromo-4-methylpentan-2-one). Run in CCO (EtOH). Reaction conditions: temperature 80 celsius. Yields the product BrC=1C(=CC(=NC1)NC(=O)NCC)C=1SC=C(N1)CC(C)C (1-(5-bromo-4-(4-isobutylthiazol-2-yl)pyridin-2-yl)-3-ethylurea). As a reaction SMILES: [Br:1][C:2]1[C:3]([C:14](=[S:16])[NH2:15])=[CH:4][C:5]([NH:8][C:9]([NH:11][CH2:12][CH3:13])=[O:10])=[N:6][CH:7]=1.Br[CH2:18][C:19](=O)[CH2:20][CH:21]([CH3:23])[CH3:22]>CCO>[Br:1][C:2]1[C:3]([C:14]2[S:16][CH:18]=[C:19]([CH2:20][CH:21]([CH3:23])[CH3:22])[N:15]=2)=[CH:4][C:5]([NH:8][C:9]([NH:11][CH2:12][CH3:13])=[O:10])=[N:6][CH:7]=1. Procedure details: In a 100 mL round-bottomed flask 5-bromo-2-(3-ethylureido)pyridine-4-carbothioamide (Intermediate 6, 0.95 g, 3.13 mmol) and 1-bromo-4-methylpentan-2-one (0.561 g, 3.13 mmol, Chem. Pharm. Bull., 2001, 49(8), 988-998) were mixed in EtOH (10 mL) to give a yellow suspension. The reaction mixture was heated to 80° C. for 3 h. The reaction mixture was cooled to room temperature, and concentrated under reduced pressure. ACN was added, and the residue solid was azeotroped with ACN (3×). The crude mass o... Reactants: ClC1=CC=C(C=C1)S(=O)(=O)NC1=NC=CC(=N1)C1=CC=C(C=C1)C(C)C (4-chloro-N-[4-(4-isopropyl-phenyl)-pyrimidin-2yl]-benzenesulfonamide), BrCC#N (bromoacetonitrile), N1N=NN=C1 (tetrazole). Product: ClC1=CC=C(C=C1)S(=O)(=O)N(CC1=NN=NN1)C1=NC=CC(=N1)C1=CC=C(C=C1)C(C)C (4-Chloro-N-[4-(4-isopropyl-phenyl)-pyrimidin-2-yl]-N-(1H-tetrazol-5-yl methyl)-benzenesulfonamide). As a reaction SMILES: [Cl:1][C:2]1[CH:7]=[CH:6][C:5]([S:8]([NH:11][C:12]2[N:17]=[C:16]([C:18]3[CH:23]=[CH:22][C:21]([CH:24]([CH3:26])[CH3:25])=[CH:20][CH:19]=3)[CH:15]=[CH:14][N:13]=2)(=[O:10])=[O:9])=[CH:4][CH:3]=1.Br[CH2:28][C:29]#[N:30].[NH:31]1C=N[N:33]=[N:32]1>>[Cl:1][C:2]1[CH:3]=[CH:4][C:5]([S:8]([N:11]([C:12]2[N:17]=[C:16]([C:18]3[CH:23]=[CH:22][C:21]([CH:24]([CH3:26])[CH3:25])=[CH:20][CH:19]=3)[CH:15]=[CH:14][N:13]=2)[CH2:28][C:29]2[NH:30][N:33]=[N:32][N:31]=2)(=[O:10])=[O:9])=[CH:6][CH:7]=1. Procedure details: 4-Chloro-N-[4-(4-isopropyl-phenyl)-pyrimidin-2-yl]-N-(1H-tetrazol-5-yl methyl)-benzenesulfonamide was prepared from 4-chloro-N-[4-(4-isopropyl-phenyl)-pyrimidin-2yl]-benzenesulfonamide via N-alkylation with bromoacetonitrile using general procedure S (method 1) followed by tetrazole formation using general procedure H. LCMS m/z: 471 (M+1)+. Reactants: OC=1C(=C(C(=O)OCC)C=CC1)C (ethyl 3-hydroxy-2-methylbenzoate), C[O-].[Na+] (sodium methylate), BrCCBr (1,2-dibromoethane). The solvent is C(C)O (ethanol). Product: BrCCOC=1C(=C(C(=O)OCC)C=CC1)C (Ethyl 3-(2-bromoethoxy)-2-methylbenzoate). Reaction SMILES: C[O-].[Na+].[OH:4][C:5]1[C:6]([CH3:16])=[C:7]([CH:13]=[CH:14][CH:15]=1)[C:8]([O:10][CH2:11][CH3:12])=[O:9].[Br:17][CH2:18][CH2:19]Br>C(O)C>[Br:17][CH2:18][CH2:19][O:4][C:5]1[C:6]([CH3:16])=[C:7]([CH:13]=[CH:14][CH:15]=1)[C:8]([O:10][CH2:11][CH3:12])=[O:9] |f:0.1|. Procedure details: 13.6 g (0.2 mol) of sodium methylate are dissolved in 200 ml of ethanol. 36 g (0.2 mol) of ethyl 3-hydroxy-2-methylbenzoate are then added and the mixture refluxed for 2 hours. 61.4 g (0.32 mol) of 1,2-dibromoethane are subsequently added dropwise and the mixture is refluxed for 20 hours. When cold, the reaction mixture is concentrated on a rotary evaporator. The residue is taken up in ethyl acetate and washed 3 times with dilute sodium hydroxide solution. The organic phase is dried and the solv... The reactants are CC1=C(C=2C(C(CCC2C(=C1)Cl)(Cl)Cl)Cl)CCC(=O)OCC (ethyl 3-(2-methyl-5,6,7,8-tetrahydro-4,7,7,8-tetrachloronaphthalen-1-yl)propanoate). The reagents and catalysts are [Zn] (zinc). Run in COCCOCCOC (diglyme). Run at temperature 140 celsius, time 10 minute. Product: ClC1=CC(=C(C=2C=C(CCC12)Cl)CCC(=O)OCC)C (Ethyl 3-(4,7-dichloro-5,6-dihydro-2-methylnapthalen-1-yl)propanoate). RXN SMILES: [CH3:1][C:2]1[CH:11]=[C:10]([Cl:12])[C:9]2[CH2:8][CH2:7][C:6](Cl)([Cl:13])[CH:5](Cl)[C:4]=2[C:3]=1[CH2:16][CH2:17][C:18]([O:20][CH2:21][CH3:22])=[O:19]>COCCOCCOC.[Zn]>[Cl:12][C:10]1[C:9]2[CH2:8][CH2:7][C:6]([Cl:13])=[CH:5][C:4]=2[C:3]([CH2:16][CH2:17][C:18]([O:20][CH2:21][CH3:22])=[O:19])=[C:2]([CH3:1])[CH:11]=1. Procedure details: Activated zinc dust (0.55 g., 8.43 mmoles) was added to a solution of ethyl 3-(2-methyl-5,6,7,8-tetrahydro-4,7,7,8-tetrachloronaphthalen-1-yl)propanoate in dry diglyme (2.5 ml) and heated and stirred in an oil bath rapidly (10 minutes) to about 140° C. at which time the reaction proceeded vigorously and exothermically and refluxed. The reflux subsided in about 1 minute. Heating with an oil bath at 140°-150° C. was continued for 15 minutes Tlc (silica-CH2Cl2) showed reaction complete. The reactio...